Task: describe an organic reaction: reactants, conditions, products, and yield. Dataset: the Open Reaction Database (ORD), a public repository of structured organic reaction records The reactants are COC1=CC=C(C=C1)N1CCN(CC1)C1=CC=C(C=C1)N1C(N(CC1)CCC)=O (1-[4-[4-(4-methoxyphenyl)-1-piperazinyl]phenyl]-3-propyl-2-imidazolidinone), Br (hydrobromic acid). Yields the product OC1=CC=C(C=C1)N1CCN(CC1)C1=CC=C(C=C1)N1C(N(CC1)CCC)=O (1-[4-[4-(4-hydroxyphenyl)-1-piperazinyl]phenyl]-3-propyl-2-imidazolidinone). Yield: 89.0%. RXN SMILES: C[O:2][C:3]1[CH:8]=[CH:7][C:6]([N:9]2[CH2:14][CH2:13][N:12]([C:15]3[CH:20]=[CH:19][C:18]([N:21]4[CH2:25][CH2:24][N:23]([CH2:26][CH2:27][CH3:28])[C:22]4=[O:29])=[CH:17][CH:16]=3)[CH2:11][CH2:10]2)=[CH:5][CH:4]=1.Br>>[OH:2][C:3]1[CH:4]=[CH:5][C:6]([N:9]2[CH2:10][CH2:11][N:12]([C:15]3[CH:16]=[CH:17][C:18]([N:21]4[CH2:25][CH2:24][N:23]([CH2:26][CH2:27][CH3:28])[C:22]4=[O:29])=[CH:19][CH:20]=3)[CH2:13][CH2:14]2)=[CH:7][CH:8]=1. Reported procedure: A mixture of 7 parts of 1-[4-[4-(4-methoxyphenyl)-1-piperazinyl]phenyl]-3-propyl-2-imidazolidinone and 225 parts of a hydrobromic acid solution 48% was stirred and refluxed for 5 hours. After cooling, the precipitated product was filtered off, washed with 2-propanol and dissolved in a mixture of methanol and water. The solution was neutralized with a sodium hydrogen carbonate solution. The product was extracted with trichloromethane. The extract was dried, filtered and evaporated. The residue wa...